This data is from the Open Reaction Database (ORD), a public repository of structured organic reaction records. The task is: describe an organic reaction: reactants, conditions, products, and yield Reactants: C(C)C1=NN(C2=CC=CC(=C12)NC(=O)C1=CN=C2N1C=CC=C2)CC2=NN(C=C2)CCN2CCN(CC2)C(=O)OC(C)(C)C (tert-butyl 4-(2-(3-((3-ethyl-4-(imidazo[1,2-a]pyridine-3-carboxamido)-1H-indazol-1-yl)methyl)-1H-pyrazol-1-yl)ethyl)piperazine-1-carboxylate), FC(C(=O)O)(F)F (trifluoroacetic acid), ClCCl (dichloromethane). Run at time 1 hour. Product: Cl.Cl.Cl.C(C)C1=NN(C2=CC=CC(=C12)NC(=O)C1=CN=C2N1C=CC=C2)CC2=NN(C=C2)CCN2CCNCC2 (N-(3-ethyl-1-((1-(2-(piperazin-1-yl)ethyl)-1H-pyrazol-3-yl)methyl)-1H-indazol-4-yl)imidazo[1,2-a]pyridine-3-carboxamide trihydrochloride). As a reaction SMILES: [CH2:1]([C:3]1[C:11]2[C:6](=[CH:7][CH:8]=[CH:9][C:10]=2[NH:12][C:13]([C:15]2[N:19]3[CH:20]=[CH:21][CH:22]=[CH:23][C:18]3=[N:17][CH:16]=2)=[O:14])[N:5]([CH2:24][C:25]2[CH:29]=[CH:28][N:27]([CH2:30][CH2:31][N:32]3[CH2:37][CH2:36][N:35](C(OC(C)(C)C)=O)[CH2:34][CH2:33]3)[N:26]=2)[N:4]=1)[CH3:2].FC(F)(F)C(O)=O.[Cl:52]CCl>>[ClH:52].[ClH:52].[ClH:52].[CH2:1]([C:3]1[C:11]2[C:6](=[CH:7][CH:8]=[CH:9][C:10]=2[NH:12][C:13]([C:15]2[N:19]3[CH:20]=[CH:21][CH:22]=[CH:23][C:18]3=[N:17][CH:16]=2)=[O:14])[N:5]([CH2:24][C:25]2[CH:29]=[CH:28][N:27]([CH2:30][CH2:31][N:32]3[CH2:33][CH2:34][NH:35][CH2:36][CH2:37]3)[N:26]=2)[N:4]=1)[CH3:2] |f:3.4.5.6|. Procedure details: To a solution of tert-butyl 4-(2-(3-((3-ethyl-4-(imidazo[1,2-a]pyridine-3-carboxamido)-1H-indazol-1-yl)methyl)-1H-pyrazol-1-yl)ethyl)piperazine-1-carboxylate (21.5 mg; 0.0360 mmol) in dichloromethane (1 mL) was added trifluoroacetic acid (1 mL). The mixture was stirred for 1 hour. The solvent was removed under reduced pressure and the residue was dissolved in a mixture of methanol and dichloromethane. Ammonium hydroxide solution was added to neutralize. The material was purified by preparative t... The reactants are ClC=1N=C(NC1CC)C(=O)N[C@@H]1[C@@H](CN(CC1)C=1SC(=C(N1)C=O)C(=O)OCC)OCCC (ethyl cis(±)-2-(4-{[(4-chloro-5-ethyl-1H-imidazol-2-yl)carbonyl]amino}-3-propoxypiperidin-1-yl)-4-formyl-1,3-thiazole-5-carboxylate), CC(C)=CC (2-methyl-2-butene), Cl(=O)[O-].[Na+] (sodium chlorite), P(=O)(O)(O)[O-].[Na+] (sodium dihydrogenphosphate). The product is ClC=1N=C(NC1CC)C(=O)N[C@@H]1[C@@H](CN(CC1)C=1SC(=C(N1)C(=O)O)C(=O)OCC)OCCC (cis(±)-2-(4-{[(4-Chloro-5-ethyl-1H-imidazol-2-yl)carbonyl]amino}-3-propoxypiperidin-1-yl)-5-(ethoxycarbonyl)-1,3-thiazole-4-carboxylic acid). Isolated yield 97.4%. RXN SMILES: [Cl:1][C:2]1[N:3]=[C:4]([C:9]([NH:11][C@H:12]2[CH2:17][CH2:16][N:15]([C:18]3[S:19][C:20]([C:25]([O:27][CH2:28][CH3:29])=[O:26])=[C:21]([CH:23]=[O:24])[N:22]=3)[CH2:14][C@H:13]2[O:30][CH2:31][CH2:32][CH3:33])=[O:10])[NH:5][C:6]=1[CH2:7][CH3:8].Cl([O-])=[O:35].[Na+].P([O-])(O)(O)=O.[Na+].CC(=CC)C>>[Cl:1][C:2]1[N:3]=[C:4]([C:9]([NH:11][C@H:12]2[CH2:17][CH2:16][N:15]([C:18]3[S:19][C:20]([C:25]([O:27][CH2:28][CH3:29])=[O:26])=[C:21]([C:23]([OH:35])=[O:24])[N:22]=3)[CH2:14][C@H:13]2[O:30][CH2:31][CH2:32][CH3:33])=[O:10])[NH:5][C:6]=1[CH2:7][CH3:8] |f:1.2,3.4|. Procedure: The same operation as in Example (33c) was performed using ethyl cis(±)-2-(4-{[(4-chloro-5-ethyl-1H-imidazol-2-yl)carbonyl]amino}-3-propoxypiperidin-1-yl)-4-formyl-1,3-thiazole-5-carboxylate obtained in Example (74b) (445 mg, 0.89 mmol), sodium chlorite (180 mg, 1.99 mmol), sodium dihydrogenphosphate (557.6 mg, 3.57 mmol) and 2-methyl-2-butene (0.57 mL, 5.36 mmol), to obtain 445.4 mg of the title compound as a white solid (97%). Starting materials: C[Si](C)(C)[N-][Si](C)(C)C.[Na+] (sodium bis(trimethylsilyl)amide), O1CCCC1 (tetrahydrofuran), ice, ClC1=NC=NC2=CC(=C(C=C12)OC)OCCCl (4-chloro-7-(2-chloroethoxy)-6-methoxyquinazoline), ClC1=C(C2=C(OCO2)C(=C1)C#CCOC)N (5-chloro-7-(3-methoxyprop-1-yn-1-yl)-1,3-benzodioxol-4-amine), [Cl-].[NH4+] (ammonium chloride). Solvent: CN(C=O)C (dimethylformamide). Yields the product ClC1=C(C2=C(OCO2)C(=C1)C#CCOC)NC1=NC=NC2=CC(=C(C=C12)OC)OCCNCCCO (3-({2-[(4-{[5-chloro-7-(3-methoxyprop-1-yn-1-yl)-1,3-benzodioxol-4-yl]amino}-6-methoxyquinazolin-7-yl)oxy]ethyl}amino)propan-1-ol). As a reaction SMILES: C[Si]([N-][Si](C)(C)C)(C)C.[Na+].[O:11]1C[CH2:14][CH2:13][CH2:12]1.Cl[C:17]1[C:26]2[C:21](=[CH:22][C:23]([O:29][CH2:30][CH2:31]Cl)=[C:24]([O:27][CH3:28])[CH:25]=2)[N:20]=[CH:19][N:18]=1.[Cl:33][C:34]1[CH:42]=[C:41]([C:43]#[C:44][CH2:45][O:46][CH3:47])[C:37]2[O:38][CH2:39][O:40][C:36]=2[C:35]=1[NH2:48].[Cl-].[NH4+:50]>CN(C)C=O>[Cl:33][C:34]1[CH:42]=[C:41]([C:43]#[C:44][CH2:45][O:46][CH3:47])[C:37]2[O:38][CH2:39][O:40][C:36]=2[C:35]=1[NH:48][C:17]1[C:26]2[C:21](=[CH:22][C:23]([O:29][CH2:30][CH2:31][NH:50][CH2:14][CH2:13][CH2:12][OH:11])=[C:24]([O:27][CH3:28])[CH:25]=2)[N:20]=[CH:19][N:18]=1 |f:0.1,5.6|. Reported procedure: A solution of sodium bis(trimethylsilyl)amide (5.6 ml) in tetrahydrofuran (1.0M, 5.6 mmol) was added dropwise to an ice-cold solution of 4-chloro-7-(2-chloroethoxy)-6-methoxyquinazoline (0.7 g, 2.6 mmol) and 5-chloro-7-(3-methoxyprop-1-yn-1-yl)-1,3-benzodioxol-4-amine (0.675 g, 2.8 mmol) in dimethylformamide (8 ml). The mixture was allowed to warm to room temperature over 3 hours. A saturated solution of ammonium chloride was added and the mixture was partitioned between water and dichloromethan... The reactants are C(C)N(C(C1=CC=C(C=C1)N(C1CCNCC1)CC1=CC=CC=C1)=O)CC (N,N-diethyl-4-[benzyl(piperidin-4-yl)amino]benzamide), C(C)N(C(C1=CC=C(C=C1)N(C1CCNCC1)CC1=CC=CC=C1)=O)CC (N,N-diethyl-4-[benzyl(piperidin-4-yl)amino]benzamide), C([O-])([O-])=O.[K+].[K+] (potassium carbonate), C(C=C)Br (allyl bromide). The solvent is C(C)#N (acetonitrile), O (water). Reaction conditions: time 6 day. The product is C(C)N(C(C1=CC=C(C=C1)N(C1CCN(CC1)CC=C)CC1=CC=CC=C1)=O)CC (N,N-diethyl-4-[benzyl(1-allylpiperidin-4-yl)amino]benzamide). Yield: 39.7%. As a reaction SMILES: [CH2:1]([N:3]([CH2:26][CH3:27])[C:4](=[O:25])[C:5]1[CH:10]=[CH:9][C:8]([N:11]([CH2:18][C:19]2[CH:24]=[CH:23][CH:22]=[CH:21][CH:20]=2)[CH:12]2[CH2:17][CH2:16][NH:15][CH2:14][CH2:13]2)=[CH:7][CH:6]=1)[CH3:2].C(=O)([O-])[O-].[K+].[K+].[CH2:34](Br)[CH:35]=[CH2:36]>C(#N)C.O>[CH2:26]([N:3]([CH2:1][CH3:2])[C:4](=[O:25])[C:5]1[CH:6]=[CH:7][C:8]([N:11]([CH2:18][C:19]2[CH:20]=[CH:21][CH:22]=[CH:23][CH:24]=2)[CH:12]2[CH2:17][CH2:16][N:15]([CH2:36][CH:35]=[CH2:34])[CH2:14][CH2:13]2)=[CH:9][CH:10]=1)[CH3:27] |f:1.2.3|. Reported procedure: To a solution of N,N-diethyl-4-[benzyl(piperidin-4-yl)amino]benzamide (Compound 8) (0.25 g, 0.684 mmole) in 10 mL of acetonitrile was added potassium carbonate (0.10 g, 0.752 mmole) and allyl bromide (0.08 g, 0.684 mmol). The reaction mixture was stirred for six days under Argon and then was diluted with water (50 mL). This solution was extracted three times with dichloromethane (50 mL). The organic extracts were combined, washed with sodium carbonate solution, dried (Na2SO4), and concentrated t... Starting materials: CC#N, O=C(OC(=O)C(F)(F)F)C(F)(F)F, O=C1NCCOc2ccc(F)cc21, [K+], [Na+], O=[N+]([O-])[O-], [OH-]. Yields the product O=C1NCCOc2c1cc(F)cc2[N+](=O)[O-]. RXN SMILES: [CH3:34][C:35]#[N:36].[F:14][C:15]([F:16])([F:17])[C:18]([O:19][C:20](=[O:21])[C:22]([F:23])([F:24])[F:25])=[O:26].[F:1][c:2]1[cH:3][cH:4][c:5]2[c:6]([cH:13]1)[C:7](=[O:12])[NH:8][CH2:9][CH2:10][O:11]2.[K+:27].[Na+:33].[O-:28][N+:29]([O-:30])=[O:31].[OH-:32]>>[F:1][c:2]1[cH:3][c:4]([N+:29](=[O:28])[O-:30])[c:5]2[c:6]([cH:13]1)[C:7](=[O:12])[NH:8][CH2:9][CH2:10][O:11]2.